Task: describe an organic reaction: reactants, conditions, products, and yield. Dataset: the Open Reaction Database (ORD), a public repository of structured organic reaction records The reactants are ice, NC1=CC=C(C(=O)Cl)C=C1 (4-amino-benzoyl chloride), N (ammonia). Solvent: O1CCCC1 (tetrahydrofuran). Conditions: time 12 hour. Yields the product NC1=CC=C(C(=O)N)C=C1 (4-amino-benzamide). The yield is 30.0%. RXN SMILES: [NH2:1][C:2]1[CH:10]=[CH:9][C:5]([C:6](Cl)=[O:7])=[CH:4][CH:3]=1.[NH3:11]>O1CCCC1>[NH2:1][C:2]1[CH:10]=[CH:9][C:5]([C:6]([NH2:11])=[O:7])=[CH:4][CH:3]=1. Procedure details: To an ice-cold solution of 4-amino-benzoyl chloride (0.38 g, 2.45 mmol) in tetrahydrofuran (2 ml) was added aqueous ammonia solution (15 ml). The reaction mixture was stirred at room temperature for 12 hr. The solvent was removed under vacuum, water added and the compound was extracted into ethyl acetate. The organic layer was dried and concentrated under vacuum. The crude compound was purified using silica gel column chromatography, using chloroform/methanol as eluent, to yield 4-amino-benzamid... Reported procedure: A Smith process vial was charged with (S)-ethyl 2-tert-butoxy-2-(1-chloro-3-methylnaphthalen-2-yl)acetate (15 mg, 0.045 mmol, 1 eq.), cyclohexenylboronic acid (9 mg, 1.5 eq.), Sphos precatalyst (5 mg, 15%) and potassium phosphate (29 mg, 3 eq.), THF (0.2 mL) and water (0.2 mL) was added and mixture sparged with nitrogen for 10 minutes and then heated in microwave at 110° C. for 1 hour. The reaction mixture was diluted with ethyl acetate and washed with brine, dried (MgSO4), filtered, concentrate... The reactants are C(C)(C)(C)O[C@H](C(=O)OCC)C1=C(C2=CC=CC=C2C=C1C)Cl ((S)-ethyl 2-tert-butoxy-2-(1-chloro-3-methylnaphthalen-2-yl)acetate), C1(=CCCCC1)B(O)O (cyclohexenylboronic acid), P(=O)([O-])([O-])[O-].[K+].[K+].[K+] (potassium phosphate), C1CCOC1 (THF). Isolated yield 46.7%. Reaction conditions: temperature 110 celsius. Reagents/catalysts: CC(C)(C)OC.COC1=C(C(=CC=C1)OC)C2=CC=CC=C2P(C3CCCCC3)C4CCCCC4.C1=CC=C([C-]=C1)CCN.Cl[Pd+] (Sphos precatalyst). The product is C(C)(C)(C)O[C@H](C(=O)OCC)C1=C(C2=CC=CC=C2C=C1C)C1=CCCCC1 ((S)-ethyl 2-tert-butoxy-2-(1-cyclohexenyl-3-methylnaphthalen-2-yl)acetate). The solvent is O (water). RXN SMILES: [C:1]([O:5][C@@H:6]([C:12]1[C:21]([CH3:22])=[CH:20][C:19]2[C:14](=[CH:15][CH:16]=[CH:17][CH:18]=2)[C:13]=1Cl)[C:7]([O:9][CH2:10][CH3:11])=[O:8])([CH3:4])([CH3:3])[CH3:2].[C:24]1(B(O)O)[CH2:29][CH2:28][CH2:27][CH2:26][CH:25]=1.P([O-])([O-])([O-])=O.[K+].[K+].[K+].C1COCC1>CC(OC)(C)C.COC1C=CC=C(OC)C=1C1C(P(C2CCCCC2)C2CCCCC2)=CC=CC=1.C1C=[C-]C(CCN)=CC=1.Cl[Pd+].O>[C:1]([O:5][C@@H:6]([C:12]1[C:21]([CH3:22])=[CH:20][C:19]2[C:14](=[CH:15][CH:16]=[CH:17][CH:18]=2)[C:13]=1[C:24]1[CH2:29][CH2:28][CH2:27][CH2:26][CH:25]=1)[C:7]([O:9][CH2:10][CH3:11])=[O:8])([CH3:4])([CH3:3])[CH3:2] |f:2.3.4.5,7.8.9.10|. The reactants are [Cl-] (Chloride), C1CCC(CC1)(CC(=O)O)CN (gabapentin), 5. The product is C1CCC(CC1)(CC(=O)O)CN.Cl (Gabapentin hydrochloride). As a reaction SMILES: [Cl-:1].[CH2:2]1[CH2:7][CH2:6][C:5]([CH2:12][NH2:13])([CH2:8][C:9]([OH:11])=[O:10])[CH2:4][CH2:3]1>>[CH2:2]1[CH2:3][CH2:4][C:5]([CH2:12][NH2:13])([CH2:8][C:9]([OH:11])=[O:10])[CH2:6][CH2:7]1.[ClH:1] |f:2.3|. Procedure details: is dissolved in chloride free demineralized water (375 ml) at 50 degrees. The solution is treated with charcoal at the same temperature and filtered through a bed of hyflo. The bed is washed with demineralized water (150 ml). The filtrate is cooled to 10 deg and neutralized with sodium lye (110 g of 50% w/w sodium hydroxide solution) with the temperature kept strictly below 15 degrees. The neutralized mixture is heated to 70-75 degrees over a period of 3 hours to get a clear solution, then coole... The reactants are ClC1=NC=NC(=C1)C1=C(C=CC=C1)F (4-chloro-6-(2-fluorophenyl)pyrimidine), C(C#CCC)O (2-pentyn-1-ol), O (water), [H-].[Na+] (sodium hydride). Solvent: CN(C=O)C (N,N-dimethylformamide). Reaction conditions: time 6 hour. Product: FC1=C(C=CC=C1)C1=NC=NC(=C1)OCC#CCC (4-(2-fluorophenyl)-6-(2-pentynyloxy)pyrimidine). Isolated yield 73.3%. RXN SMILES: Cl[C:2]1[CH:7]=[C:6]([C:8]2[CH:13]=[CH:12][CH:11]=[CH:10][C:9]=2[F:14])[N:5]=[CH:4][N:3]=1.[CH2:15]([OH:20])[C:16]#[C:17][CH2:18][CH3:19].[H-].[Na+].O>CN(C)C=O>[F:14][C:9]1[CH:10]=[CH:11][CH:12]=[CH:13][C:8]=1[C:6]1[CH:7]=[C:2]([O:20][CH2:15][C:16]#[C:17][CH2:18][CH3:19])[N:3]=[CH:4][N:5]=1 |f:2.3|. Reported procedure: In 10 ml of N,N-dimethylformamide were dissolved 522 mg of 4-chloro-6-(2-fluorophenyl)pyrimidine and 231 mg of 2-pentyn-1-ol, to which 110 mg of sodium hydride (60% in oil) was added, followed by stirring at room temperature for 6 hours. The reaction mixture was then poured into water and extracted with ethyl acetate. The organic layer was washed with a saturated aqueous sodium chloride solution, dried over anhydrous magnesium sulfate, and then concentrated. The resulting residue was subjected t...